This data is from the Open Reaction Database (ORD), a public repository of structured organic reaction records. The task is: describe an organic reaction: reactants, conditions, products, and yield Reactants: C=1C=CC(=CC1)C=2N=C(N=C(N2)N)N (benzoguanamine), C(C1=CN=CC=C1)(=O)O (nicotinic acid), P(=O)(Cl)(Cl)Cl (phosphoryl chloride). Solvent: N1=CC=CC=C1 (pyridine). Product: NC1=NC(=NC(=N1)NC(C1=CN=CC=C1)=O)C1=CC=CC=C1 (2-amino-4-nicotinamido-6-phenyl-s-triazine). RXN SMILES: [CH:1]1[CH:2]=[CH:3][C:4]([C:7]2[N:8]=[C:9]([NH2:14])[N:10]=[C:11]([NH2:13])[N:12]=2)=[CH:5][CH:6]=1.[C:15](O)(=[O:22])[C:16]1[CH:21]=[CH:20][CH:19]=[N:18][CH:17]=1.P(Cl)(Cl)(Cl)=O>N1C=CC=CC=1>[NH2:13][C:11]1[N:10]=[C:9]([NH:14][C:15](=[O:22])[C:16]2[CH:21]=[CH:20][CH:19]=[N:18][CH:17]=2)[N:8]=[C:7]([C:4]2[CH:3]=[CH:2][CH:1]=[CH:6][CH:5]=2)[N:12]=1. Procedure: 5.7 g of benzoguanamine and 4.0 g of nicotinic acid are dissolved in 300 ml of pyridine, and this solution is stirred with 5.0 g of phosphoryl chloride at room temperature. After continuing agitation at 60° C for 2 hours, the pyridine is removed by evaporation to dryness under vacuum. The residue is washed with water and fractionated and recrystallized from a mixed solution of methanol and dioxane, to yield 2-amino-4-nicotinamido-6-phenyl-s-triazine [mononicotinoylbenzoguanamine], melting point,...